Task: describe an organic reaction: reactants, conditions, products, and yield. Dataset: the Open Reaction Database (ORD), a public repository of structured organic reaction records Starting materials: CN(C)C=O, O=c1[nH]c(-c2cccc(Cl)c2)nc2ccccc12, O=S(Cl)Cl. Product: Clc1cccc(-c2nc(Cl)c3ccccc3n2)c1. Reaction SMILES: [CH3:23][N:24]([CH3:25])[CH:26]=[O:27].[Cl:1][c:2]1[cH:3][c:4](-[c:8]2[n:9][c:10]3[cH:11][cH:12][cH:13][cH:14][c:15]3[c:16](=[O:18])[nH:17]2)[cH:5][cH:6][cH:7]1.[S:19]([Cl:20])([Cl:21])=[O:22]>>[Cl:1][c:2]1[cH:3][c:4](-[c:8]2[n:9][c:10]3[cH:11][cH:12][cH:13][cH:14][c:15]3[c:16]([Cl:21])[n:17]2)[cH:5][cH:6][cH:7]1. Starting materials: CC(C)O, O=[N+]([O-])c1ccc(Cl)nc1, NCCc1c[nH]cn1. Yields the product O=[N+]([O-])c1ccc(NCCc2c[nH]cn2)nc1. As a reaction SMILES: [CH3:19][CH:20]([OH:21])[CH3:22].[Cl:1][c:2]1[n:3][cH:4][c:5]([N+:8](=[O:9])[O-:10])[cH:6][cH:7]1.[NH2:11][CH2:12][CH2:13][c:14]1[cH:15][nH:16][cH:17][n:18]1>>[c:2]1([NH:11][CH2:12][CH2:13][c:14]2[cH:15][nH:16][cH:17][n:18]2)[n:3][cH:4][c:5]([N+:8](=[O:9])[O-:10])[cH:6][cH:7]1. Reactants: [H-].[Na+] (sodium hydride), ClC=1C=C(C=CC1Cl)N=C=O (3,4-dichlorophenyl isocyanate), O (water), COC1=CC=C(C=C1)C=1OCC(C(N1)C1=CC=CC=C1)O ((4RS, 5RS)-2-(4-methoxyphenyl)-4-phenyl-5,6-dihydro-4H-1,3-oxazin-5-ol). Run in O1CCCC1 (tetrahydrofuran), O1CCCC1 (tetrahydrofuran), O1CCCC1 (tetrahydrofuran). Conditions: time 30 minute. Product: ClC=1C=C(C=CC1Cl)NC(=O)OC1C(N=C(OC1)C1=CC=C(C=C1)OC)C1=CC=CC=C1 ((4RS, 5RS)-5-(3,4-dichlorophenylcarbamoyloxy)-2-(4-methoxyphenyl)-4-phenyl-5,6-dihydro-4H-1,3-oxazine). The yield is 46.6%. Reaction SMILES: [CH3:1][O:2][C:3]1[CH:8]=[CH:7][C:6]([C:9]2[O:10][CH2:11][CH:12]([OH:21])[CH:13]([C:15]3[CH:20]=[CH:19][CH:18]=[CH:17][CH:16]=3)[N:14]=2)=[CH:5][CH:4]=1.[H-].[Na+].[Cl:24][C:25]1[CH:26]=[C:27]([N:32]=[C:33]=[O:34])[CH:28]=[CH:29][C:30]=1[Cl:31].O>O1CCCC1>[Cl:24][C:25]1[CH:26]=[C:27]([NH:32][C:33]([O:21][CH:12]2[CH2:11][O:10][C:9]([C:6]3[CH:5]=[CH:4][C:3]([O:2][CH3:1])=[CH:8][CH:7]=3)=[N:14][CH:13]2[C:15]2[CH:20]=[CH:19][CH:18]=[CH:17][CH:16]=2)=[O:34])[CH:28]=[CH:29][C:30]=1[Cl:31] |f:1.2|. Procedure details: A solution of (4RS, 5RS)-2-(4-methoxyphenyl)-4-phenyl-5,6-dihydro-4H-1,3-oxazin-5-ol (1.42 g) in anhydrous tetrahydrofuran (15 cc) is added at a temperature in the region of 20° C. to an oily suspension (50% by weight; 0.27 g), maintained under an argon atmosphere, of sodium hydride in anhydrous tetrahydrofuran (15 cc), and the solution obtained is stirred for 30 minutes at this same temperature. A solution of 3,4-dichlorophenyl isocyanate (1.05 g) in anhydrous tetrahydrofuran (10 cc) is then ad... Starting materials: CC(C)Cc1nc2ccc(Br)cc2c(-c2ccccc2)c1CN, [C-]#N, [C-]#N, CN1CCCC1=O, [Zn+2], c1ccc(P(c2ccccc2)(c2ccccc2)[Pd](P(c2ccccc2)(c2ccccc2)c2ccccc2)(P(c2ccccc2)(c2ccccc2)c2ccccc2)P(c2ccccc2)(c2ccccc2)c2ccccc2)cc1. The product is CC(C)Cc1nc2ccc(C#N)cc2c(-c2ccccc2)c1CN. Reaction SMILES: [Br:1][c:2]1[cH:3][c:4]2[c:5](-[c:18]3[cH:19][cH:20][cH:21][cH:22][cH:23]3)[c:6]([CH2:16][NH2:17])[c:7]([CH2:12][CH:13]([CH3:14])[CH3:15])[n:8][c:9]2[cH:10][cH:11]1.[C-:31]#[N:32].[C-:34]#[N:35].[CH3:24][N:25]1[CH2:26][CH2:27][CH2:28][C:29]1=[O:30].[Zn+2:33].[cH:36]1[cH:37][cH:38][c:39]([P:40]([Pd:41]([P:42]([c:43]2[cH:44][cH:45][cH:46][cH:47][cH:48]2)([c:49]2[cH:50][cH:51][cH:52][cH:53][cH:54]2)[c:55]2[cH:56][cH:57][cH:58][cH:59][cH:60]2)([P:61]([c:62]2[cH:63][cH:64][cH:65][cH:66][cH:67]2)([c:68]2[cH:69][cH:70][cH:71][cH:72][cH:73]2)[c:74]2[cH:75][cH:76][cH:77][cH:78][cH:79]2)[P:80]([c:81]2[cH:82][cH:83][cH:84][cH:85][cH:86]2)([c:87]2[cH:88][cH:89][cH:90][cH:91][cH:92]2)[c:93]2[cH:94][cH:95][cH:96][cH:97][cH:98]2)([c:99]2[cH:100][cH:101][cH:102][cH:103][cH:104]2)[c:105]2[cH:106][cH:107][cH:108][cH:109][cH:110]2)[cH:111][cH:112]1>>[c:2]1([C:24]#[N:25])[cH:3][c:4]2[c:5](-[c:18]3[cH:19][cH:20][cH:21][cH:22][cH:23]3)[c:6]([CH2:16][NH2:17])[c:7]([CH2:12][CH:13]([CH3:14])[CH3:15])[n:8][c:9]2[cH:10][cH:11]1. Starting materials: CS(=O)(=O)O.CS(=O)(=O)O.NC1=C(N2N(CCC2)C1=O)N (2,3-diamino-6,7-dihydro-1H,5H-pyrazolo[1,2-a]pyrazol-1-one dimethane sulfonate), OO (hydrogen peroxide), NC=1C=CC(=C(C1)O)OC (5-amino-2-methoxyphenol), N (ammonia). The solvent is O (water), C(C)O (ethanol). The product is NC1=C(C(N2N1CCC2)=O)/N=C\2/C(=CC(C(=C2)OC)=O)N (3-amino-2-{[(1E)-2-amino-5-methoxy-4-oxocyclohexa-2,5-dien-1-ylidene]amino}-6,7-dihydro-1H,5H-pyrazolo[1,2-a]pyrazol-1-one). As a reaction SMILES: CS(O)(=O)=O.CS(O)(=O)=O.[NH2:11][C:12]1[C:19](=[O:20])[N:15]2[CH2:16][CH2:17][CH2:18][N:14]2[C:13]=1[NH2:21].[NH2:22][C:23]1[CH:24]=[CH:25][C:26]([O:30][CH3:31])=[C:27]([OH:29])[CH:28]=1.N.OO>O.C(O)C>[NH2:21][C:13]1[N:14]2[CH2:18][CH2:17][CH2:16][N:15]2[C:19](=[O:20])[C:12]=1/[N:11]=[C:24]1/[C:23]([NH2:22])=[CH:28][C:27](=[O:29])[C:26]([O:30][CH3:31])=[CH:25]/1 |f:0.1.2|. Procedure: 0.05 mmol of 2,3-diamino-6,7-dihydro-1H,5H-pyrazolo[1,2-a]pyrazol-1-one dimethane sulfonate was dissolved in a mixture of water and ethanol (7.5 ml/1.5 ml). This solution was admixed with 0.05 mmol of 5-amino-2-methoxyphenol, then with 1.8 ml of concentrated aqueous ammonia, then with 9 ml of hydrogen peroxide. Starting materials: NS(=O)(=O)c1c(Cl)sc(Cl)c1Br, CC(C)(C)OC(=O)N1CCC(C(=O)O)CC1, ClCCCl, CN(C)c1ccncc1, CCN(C(C)C)C(C)C, CN(C)C=O. The product is CC(C)(C)OC(=O)N1CCC(C(=O)NS(=O)(=O)c2c(Cl)sc(Cl)c2Br)CC1. RXN SMILES: [Br:14][c:15]1[c:16]([S:22](=[O:23])(=[O:24])[NH2:25])[c:17]([Cl:21])[s:18][c:19]1[Cl:20].[C:26]([CH3:27])([CH3:28])([CH3:29])[O:30][C:31](=[O:32])[N:33]1[CH2:34][CH2:35][CH:36]([C:39](=[O:40])[OH:41])[CH2:37][CH2:38]1.[CH2:10]([Cl:11])[CH2:12][Cl:13].[CH3:42][N:43]([c:44]1[cH:45][cH:46][n:47][cH:48][cH:49]1)[CH3:50].[CH:1]([N:2]([CH2:3][CH3:4])[CH:5]([CH3:6])[CH3:7])([CH3:8])[CH3:9].[O:51]=[CH:52][N:53]([CH3:54])[CH3:55]>>[Br:14][c:15]1[c:16]([S:22](=[O:23])(=[O:24])[NH:25][C:39]([CH:36]2[CH2:35][CH2:34][N:33]([C:31]([O:30][C:26]([CH3:27])([CH3:28])[CH3:29])=[O:32])[CH2:38][CH2:37]2)=[O:40])[c:17]([Cl:21])[s:18][c:19]1[Cl:20]. Starting materials: C1(CCCCC1)P(C1=C(C=CC=C1)C1=C(C=C(C=C1C(C)C)C(C)C)C(C)C)C1CCCCC1 (dicyclohexyl-(2′,4′,6′-triisopropyl-biphenyl-2-yl)-phosphane), C([O-])([O-])=O.[K+].[K+] (potassium carbonate), C(=O)(OC(C)(C)C)N1CCNCC1 (Boc-piperazine), BrC1=C2C(C(N(C2=CC=C1)CC1=CC(=CC=C1)F)=O)=O (4-Bromo-1-(3-fluoro-benzyl)-1H-indole-2,3-dione). The reagents and catalysts are C=1C=CC(=CC1)/C=C/C(=O)/C=C/C2=CC=CC=C2.C=1C=CC(=CC1)/C=C/C(=O)/C=C/C2=CC=CC=C2.C=1C=CC(=CC1)/C=C/C(=O)/C=C/C2=CC=CC=C2.[Pd].[Pd] (Pd2(dba)3). The solvent is C(C)(C)(C)O (tert-butanol). Reaction conditions: temperature 120 celsius, time 4 hour. Product: C(C)(C)(C)OC(=O)N1CCN(CC1)C1=C2C(C(N(C2=CC=C1)CC1=CC(=CC=C1)F)=O)=O (4-[1-(3-fluoro-benzyl)-2,3-dioxo-2,3-dihydro-1H-indol-4-yl]-piperazine-1-carboxylic acid tert-butyl ester). The yield is 44.9%. Reaction SMILES: Br[C:2]1[CH:10]=[CH:9][CH:8]=[C:7]2[C:3]=1[C:4](=[O:20])[C:5](=[O:19])[N:6]2[CH2:11][C:12]1[CH:17]=[CH:16][CH:15]=[C:14]([F:18])[CH:13]=1.C1(P(C2CCCCC2)C2C=CC=CC=2C2C(C(C)C)=CC(C(C)C)=CC=2C(C)C)CCCCC1.C(=O)([O-])[O-].[K+].[K+].[C:61]([N:68]1[CH2:73][CH2:72][NH:71][CH2:70][CH2:69]1)([O:63][C:64]([CH3:67])([CH3:66])[CH3:65])=[O:62]>C(O)(C)(C)C.C1C=CC(/C=C/C(/C=C/C2C=CC=CC=2)=O)=CC=1.C1C=CC(/C=C/C(/C=C/C2C=CC=CC=2)=O)=CC=1.C1C=CC(/C=C/C(/C=C/C2C=CC=CC=2)=O)=CC=1.[Pd].[Pd]>[C:64]([O:63][C:61]([N:68]1[CH2:73][CH2:72][N:71]([C:2]2[CH:10]=[CH:9][CH:8]=[C:7]3[C:3]=2[C:4](=[O:20])[C:5](=[O:19])[N:6]3[CH2:11][C:12]2[CH:17]=[CH:16][CH:15]=[C:14]([F:18])[CH:13]=2)[CH2:70][CH2:69]1)=[O:62])([CH3:67])([CH3:65])[CH3:66] |f:2.3.4,7.8.9.10.11|. Reported procedure: 4-Bromo-1-(3-fluoro-benzyl)-1H-indole-2,3-dione (3.05 g) was dissolved in 45 mL of tert-butanol and Boc-piperazine (2.04 g), Pd2(dba)3 (164 mg), dicyclohexyl-(2′,4′,6′-triisopropyl-biphenyl-2-yl)-phosphane (217 mg), and potassium carbonate (1.84 g) were added. The mixture was stirred at 120° C. for 4 hours and then cooled to room temperature. The mixture was partitioned between ethyl acetate and water, and the organic layer was separated, dried over sodium sulfate and concentrated under reduced ... The reactants are COC(CN1NCC2=CC=C(C=C12)N)OC (1-(2,2-dimethoxyethyl)-2H-indazol-6-ylamine), O(C1=CC=CC=C1)C1=CC=C(C=C1)CC(=O)O (4-phenoxyphenylacetic acid), CN1CCOCC1 (N-methyl morpholine), C=1C=CC2=C(C1)N=NN2O (HOBt), Cl.C(C)N=C=NC(CC)(C)C (ethyldimethylpropylcarbodiimide hydrochloride). Solvent: O (H2O), C(C)OCC (diethyl ether), CN(C)C=O (DMF). Conditions: time 3 hour. Yields the product COC(CN1N=CC2=CC=C(C=C12)NC(CC1=CC=C(C=C1)OC1=CC=CC=C1)=O)OC (N-[1-(2,2-dimethoxyethyl)-1H-indazol-6-yl]-2-(4-phenoxyphenyl)acetamide). As a reaction SMILES: [CH3:1][O:2][CH:3]([O:15][CH3:16])[CH2:4][N:5]1[C:13]2[C:8](=[CH:9][CH:10]=[C:11]([NH2:14])[CH:12]=2)[CH2:7][NH:6]1.[O:17]([C:24]1[CH:29]=[CH:28][C:27]([CH2:30][C:31](O)=[O:32])=[CH:26][CH:25]=1)[C:18]1[CH:23]=[CH:22][CH:21]=[CH:20][CH:19]=1.CN1CCOCC1.C1C=CC2N(O)N=NC=2C=1.Cl.C(N=C=NC(C)(C)CC)C>CN(C=O)C.O.C(OCC)C>[CH3:16][O:15][CH:3]([O:2][CH3:1])[CH2:4][N:5]1[C:13]2[C:8](=[CH:9][CH:10]=[C:11]([NH:14][C:31](=[O:32])[CH2:30][C:27]3[CH:28]=[CH:29][C:24]([O:17][C:18]4[CH:19]=[CH:20][CH:21]=[CH:22][CH:23]=4)=[CH:25][CH:26]=3)[CH:12]=2)[CH:7]=[N:6]1 |f:4.5|. Procedure: A mixture of 1-(2,2-dimethoxyethyl)-2H-indazol-6-ylamine (1.89 g, 8.60 mmol), 4-phenoxyphenylacetic acid (2.06 g, 9.03 mmol), N-methyl morpholine (2.26 mL, 20.6 mmol), HOBt (1.45 g, 10.75 mmol), and ethyldimethylpropylcarbodiimide hydrochloride (2.06 g, 10.75 mmol) in DMF (40 mL) was stirred at room temperature for 3 hours, diluted with H2O (40 mL) and diethyl ether (30 mL). The layers were separated, and the aqueous was extracted with additional diethyl ether (3×50 mL). The combined organic lay... Reactants: FC(S(=O)(=O)OC1=CCC(CC1)C(C)(C)C)(F)F (4-tert-butyl-1-cyclohexen-1-yl trifluoromethanesulfonate), COC(=O)C1=CC=C(C=C1)B(O)O ((4-methoxycarbonylphenyl)-boronic acid), C(Cl)Cl (CH2Cl2), [F-].[Cs+] (cesium fluoride). Reagents/catalysts: C1=CC=C(C=C1)P([C-]2C=CC=C2)C3=CC=CC=C3.C1=CC=C(C=C1)P([C-]2C=CC=C2)C3=CC=CC=C3.Cl[Pd]Cl.[Fe+2] (Pd(dppf)Cl2). Run in O1CCOCC1 (dioxane). Reaction conditions: time 16 hour. Product: C(C)(C)(C)C1CC=C(CC1)C1=CC=C(C(=O)OC)C=C1 (methyl 4-(4-tert-butyl-1-cyclohexen-1-yl)benzoate). As a reaction SMILES: FC(F)(F)S(O[C:7]1[CH2:12][CH2:11][CH:10]([C:13]([CH3:16])([CH3:15])[CH3:14])[CH2:9][CH:8]=1)(=O)=O.[CH3:19][O:20][C:21]([C:23]1[CH:28]=[CH:27][C:26](B(O)O)=[CH:25][CH:24]=1)=[O:22].C(Cl)Cl.[F-].[Cs+]>O1CCOCC1.C1C=CC(P(C2C=CC=CC=2)[C-]2C=CC=C2)=CC=1.C1C=CC(P(C2C=CC=CC=2)[C-]2C=CC=C2)=CC=1.Cl[Pd]Cl.[Fe+2]>[C:13]([CH:10]1[CH2:11][CH2:12][C:7]([C:26]2[CH:27]=[CH:28][C:23]([C:21]([O:20][CH3:19])=[O:22])=[CH:24][CH:25]=2)=[CH:8][CH2:9]1)([CH3:16])([CH3:15])[CH3:14] |f:3.4,6.7.8.9|. Procedure: A mixture of Example 5A (286 mg, 1.0 mmol), (4-methoxycarbonylphenyl)-boronic acid (216 mg, 1.2 mmol), Pd(dppf)Cl2.CH2Cl2 (37 mg, 0.05 mmol), and cesium fluoride (454 mg, 3.0 mmol) in dioxane (5 mL) was heated to 90° C., stirred for 16 hours, filtered through a pad of silica gel (10 g) with diethyl ether (5 mL) and concentrated. The concentrate was purified by flash column chromatography on silica gel with 5% ethyl acetate/hexanes to provide the desired product. The reactants are O=C(OCc1ccccc1)N1CCC(CS(=O)(=O)O)C1, CN(C)C=O, O=S(Cl)Cl. Yields the product O=C(OCc1ccccc1)N1CCC(CS(=O)(=O)Cl)C1. As a reaction SMILES: [CH2:5]([c:6]1[cH:7][cH:8][cH:9][cH:10][cH:11]1)[O:12][C:13](=[O:14])[N:15]1[CH2:16][CH:17]([CH2:20][S:21](=[O:22])(=[O:23])[OH:24])[CH2:18][CH2:19]1.[CH3:25][N:26]([CH3:27])[CH:28]=[O:29].[S:1]([Cl:2])([Cl:3])=[O:4]>>[Cl:3][S:21]([CH2:20][CH:17]1[CH2:16][N:15]([C:13]([O:12][CH2:5][c:6]2[cH:7][cH:8][cH:9][cH:10][cH:11]2)=[O:14])[CH2:19][CH2:18]1)(=[O:22])=[O:24].